This data is from the Open Reaction Database (ORD), a public repository of structured organic reaction records. The task is: describe an organic reaction: reactants, conditions, products, and yield Reactants: Cl.C1(CC1)C(C(C1=C(C=CC=C1)F)N1C\C(\C(CC1)S)=C/C1=CN=NN1CCC(=O)OCC)=O ((E)-1-[2-cyclopropyl-1-(2-fluorophenyl)-2-oxoethyl]-3-({1-[2-(ethoxycarbonyl)ethyl]-1H-1,2,3-triazol-5-yl}methylidene)-4-sulfanylpiperidine hydrochloride), Cl (hydrochloric acid). Run in C(C)#N (acetonitrile). Run at temperature 50 celsius, time 3 hour. The product is Cl.C(=O)(O)CCN1N=NC=C1\C=C\1/CN(CCC1S)C(C(=O)C1CC1)C1=C(C=CC=C1)F ((E)-3-{[1-(2-Carboxyethyl)-1H-1,2,3-triazol-5-yl]methylidene}-1-[2-cyclopropyl-1-(2-fluorophenyl)-2-oxoethyl]-4-sulfanylpiperidine hydrochloride). Isolated yield 86.8%. RXN SMILES: [ClH:1].[CH:2]1([C:5](=[O:34])[CH:6]([N:14]2[CH2:19][CH2:18][CH:17]([SH:20])/[C:16](=[CH:21]/[C:22]3[N:26]([CH2:27][CH2:28][C:29]([O:31]CC)=[O:30])[N:25]=[N:24][CH:23]=3)/[CH2:15]2)[C:7]2[CH:12]=[CH:11][CH:10]=[CH:9][C:8]=2[F:13])[CH2:4][CH2:3]1.Cl>C(#N)C>[ClH:1].[C:29]([CH2:28][CH2:27][N:26]1[C:22](/[CH:21]=[C:16]2\[CH2:15][N:14]([CH:6]([C:7]3[CH:12]=[CH:11][CH:10]=[CH:9][C:8]=3[F:13])[C:5]([CH:2]3[CH2:4][CH2:3]3)=[O:34])[CH2:19][CH2:18][CH:17]\2[SH:20])=[CH:23][N:24]=[N:25]1)([OH:31])=[O:30] |f:0.1,4.5|. Procedure: To (E)-1-[2-cyclopropyl-1-(2-fluorophenyl)-2-oxoethyl]-3-({1-[2-(ethoxycarbonyl)ethyl]-1H-1,2,3-triazol-5-yl}methylidene)-4-sulfanylpiperidine hydrochloride (500 mg) was added 3 N aqueous hydrochloric acid solution (20 ml) and the resulting mixture was stirred at 50° C. for 3 hours. After the reaction mixture was concentrated under reduced pressure, the residue was purified using preparative HPLC [YMC-Pack ODS-A; YMC, eluent: acetonitrile/0.024 N aqueous hydrochloric acid solution (25:75, v/v)] ... The reactants are C(=C)C1=CC=C(CCl)C=C1 (4-vinyl benzylchloride), CS(=O)C (dimethylsulfoxide), [C-]#N.[K+] (potassium cyanide). Run in O (water). Conditions: time 17 hour. The product is C(=C)C1=CC=C(CC#N)C=C1 (4-vinylbenzylcyanide). Reaction SMILES: [CH:1]([C:3]1[CH:10]=[CH:9][C:6]([CH2:7]Cl)=[CH:5][CH:4]=1)=[CH2:2].CS(C)=O.[C-:15]#[N:16].[K+]>O>[CH:1]([C:3]1[CH:10]=[CH:9][C:6]([CH2:7][C:15]#[N:16])=[CH:5][CH:4]=1)=[CH2:2] |f:2.3|. Reported procedure: A mixture of 22.2 g 4-vinyl benzylchloride (0.131 mol), 60 mL dimethylsulfoxide, and 12.8 g potassium cyanide (0.196 mol) was stirred at room temperature for 17 hours. The mixture was poured into 500 mL water and extracted several times with ethyl acetate. The combined organic layers were washed with brine and concentrated under vacuum. The crude red oil was purified by column chromatography on silica gel using 7/93 ethyl acetate/hexane to give 4-vinylbenzylcyanide, a yellow oil (18.03 g, 96%). The reactants are [Br-], Br, CO, [Na+], [Na+], N#C[S-], Oc1cccc2c1CCCC2. The product is N#CSc1ccc(O)c2c1CCCC2. RXN SMILES: [Br-:17].[Br:18].[CH3:19][OH:20].[Na+:12].[Na+:16].[S-:13][C:14]#[N:15].[c:1]1([OH:11])[cH:2][cH:3][cH:4][c:5]2[c:10]1[CH2:9][CH2:8][CH2:7][CH2:6]2>>[c:1]1([OH:11])[cH:2][cH:3][c:4]([S:13][C:14]#[N:15])[c:5]2[c:10]1[CH2:9][CH2:8][CH2:7][CH2:6]2. Solvent: C(C)O (ethanol), C(C)O (ethanol). Product: C(C)OCC=1N(C2=C(C=NC=3C=CC=CC23)N1)CC1(CCCCC1)N (1-{[2-(ethoxymethyl)-1H-imidazo[4,5-c]quinolin-1-yl]methyl}cyclohexanamine). Reaction conditions: temperature 65 celsius. The yield is 79.5%. Starting materials: C(C)OCC=1N(C2=C(C=NC=3C=CC=CC23)N1)CC1(CCCCC1)NC(OC(C)(C)C)=O (tert-butyl 1-{[2-(ethoxymethyl)-1H-imidazo[4,5-c]quinolin-1-yl]methyl}cyclohexylcarbamate), Cl (HCl). Procedure details: To a solution of tert-butyl 1-{[2-(ethoxymethyl)-1H-imidazo[4,5-c]quinolin-1-yl]methyl}cyclohexylcarbamate (24.6 g, 56.1 mmol) in ethanol (100 mL) was added 2.7 M HCl in ethanol (150 mL). The solution was heated at 65° C. for 4 h, the was allowed to cool to rt overnight. A light brown precipitate was isolated by filtration and washed with ethanol. The precipitate was dissolved in water (100 mL) and NaOH was added until the pH=14. The mixture was extracted with dichloromethane (3×200 mL). The org... As a reaction SMILES: [CH2:1]([O:3][CH2:4][C:5]1[N:6]([CH2:18][C:19]2([NH:25]C(=O)OC(C)(C)C)[CH2:24][CH2:23][CH2:22][CH2:21][CH2:20]2)[C:7]2[C:16]3[CH:15]=[CH:14][CH:13]=[CH:12][C:11]=3[N:10]=[CH:9][C:8]=2[N:17]=1)[CH3:2].Cl>C(O)C>[CH2:1]([O:3][CH2:4][C:5]1[N:6]([CH2:18][C:19]2([NH2:25])[CH2:24][CH2:23][CH2:22][CH2:21][CH2:20]2)[C:7]2[C:16]3[CH:15]=[CH:14][CH:13]=[CH:12][C:11]=3[N:10]=[CH:9][C:8]=2[N:17]=1)[CH3:2].